Dataset: the Open Reaction Database (ORD), a public repository of structured organic reaction records. Task: describe an organic reaction: reactants, conditions, products, and yield The reactants are NC1=CC2=C(N(CCC(NC2)=O)C(C(F)(F)F)=O)C=C1 (8-Amino-1-(2,2,2-trifluoro-acetyl)-2,3,5,6-tetrahydro-1H-benzo[b][1,5]diazocin-4-one), ClC1=NC=C(C(=N1)NC1=C(C=CC=C1)S(=O)(=O)NC)Cl (2-(2,5-Dichloro-pyrimidin-4-ylamino)-N-methyl-benzenesulfonamide). The product is ClC=1C(=NC(=NC1)NC1=CC2=C(N(CCC(NC2)=O)C(C(F)(F)F)=O)C=C1)NC1=C(C=CC=C1)S(=O)(=O)NC (2-{5-Chloro-2-[4-oxo-1-(2,2,2-trifluoro-acetyl)-1,2,3,4,5,6-hexahydro-benzo[b][1,5]diazocin-8-ylamino]-pyrimidin-4-ylamino}-N-methyl-benzenesulfonamide), solid. Yield: 23.0%. Reaction SMILES: [NH2:1][C:2]1[CH:20]=[CH:19][C:5]2[N:6]([C:13](=[O:18])[C:14]([F:17])([F:16])[F:15])[CH2:7][CH2:8][C:9](=[O:12])[NH:10][CH2:11][C:4]=2[CH:3]=1.Cl[C:22]1[N:27]=[C:26]([NH:28][C:29]2[CH:34]=[CH:33][CH:32]=[CH:31][C:30]=2[S:35]([NH:38][CH3:39])(=[O:37])=[O:36])[C:25]([Cl:40])=[CH:24][N:23]=1>>[Cl:40][C:25]1[C:26]([NH:28][C:29]2[CH:34]=[CH:33][CH:32]=[CH:31][C:30]=2[S:35]([NH:38][CH3:39])(=[O:37])=[O:36])=[N:27][C:22]([NH:1][C:2]2[CH:20]=[CH:19][C:5]3[N:6]([C:13](=[O:18])[C:14]([F:17])([F:16])[F:15])[CH2:7][CH2:8][C:9](=[O:12])[NH:10][CH2:11][C:4]=3[CH:3]=2)=[N:23][CH:24]=1. Procedure details: Title compound was prepared from 8-Amino-1-(2,2,2-trifluoro-acetyl)-2,3,5,6-tetrahydro-1H-benzo[b][1,5]diazocin-4-one and 2-(2,5-Dichloro-pyrimidin-4-ylamino)-N-methyl-benzenesulfonamide in an analogous manner to Example 1221d. Title compound isolated as a yellow solid (66 mg, 23%). mp 181-183° C.; LCMS: m/z=583.83 (M+H+), HPLC (90% purity); 1H NMR (400 MHz, CDCl3) δ 8.02 (s, 1H), 7.77 (s, 1H), 7.57 (m, 2H), 7.42 (m, 2H), 7.29 (m, 2H), 7.10 (m, 1H), 6.87 (m, 1H), 6.72 (m, 1H), 4.67 (m, 1H), 4.06... Reactants: C=CCBr, CN(C)C=O, CCO, [Cl-], [Cl-], ON=C(c1ccc(F)cc1F)C1CCNCC1, [I-], [K+], [NH4+], [Na+], O. Product: Cl, C=CCN1CCC(C(=NO)c2ccc(F)cc2F)CC1. Reaction SMILES: [CH2:18]([CH:19]=[CH2:20])[Br:21].[CH3:28][N:29]([CH3:30])[CH:31]=[O:32].[CH3:33][CH2:34][OH:35].[Cl-:22].[Cl-:27].[F:1][c:2]1[c:3]([C:4]([CH:5]2[CH2:6][CH2:7][NH:8][CH2:9][CH2:10]2)=[N:11][OH:12])[cH:13][cH:14][c:15]([F:17])[cH:16]1.[I-:25].[K+:24].[NH4+:23].[Na+:26].[OH2:36]>>[ClH:22].[F:1][c:2]1[c:3]([C:4]([CH:5]2[CH2:6][CH2:7][N:8]([CH2:20][CH:19]=[CH2:18])[CH2:9][CH2:10]2)=[N:11][OH:12])[cH:13][cH:14][c:15]([F:17])[cH:16]1. Reactants: FC1=C(N)C(=CC=C1)F (2,6-difluoroaniline), ClC=1C=NC=2N(C1)N=C(N2)S(=O)(=O)Cl (6-chloro-1,2,4-triazolo[1,5-a]pyrimidine-2-sulfonyl chloride). Solvent: N1=CC=CC=C1 (pyridine). Yields the product ClC=1C=NC=2N(C1)N=C(N2)S(=O)(=O)NC2=C(C=CC=C2F)F (6-chloro-N-(2,6-difluorophenyl)-1,2,4-triazolo[1,5-a]pyrimidine-2-sulfonamide). Yield: 55.6%. Reaction SMILES: [F:1][C:2]1[CH:8]=[CH:7][CH:6]=[C:5]([F:9])[C:3]=1[NH2:4].[Cl:10][C:11]1[CH:12]=[N:13][C:14]2[N:15]([N:17]=[C:18]([S:20](Cl)(=[O:22])=[O:21])[N:19]=2)[CH:16]=1>N1C=CC=CC=1>[Cl:10][C:11]1[CH:12]=[N:13][C:14]2[N:15]([N:17]=[C:18]([S:20]([NH:4][C:3]3[C:2]([F:1])=[CH:8][CH:7]=[CH:6][C:5]=3[F:9])(=[O:22])=[O:21])[N:19]=2)[CH:16]=1. Reported procedure: The starting 2,6-difluoroaniline (1.7 g, 13 mmol) was dissolved in 3.5 ml of pyridine and 3.5 g (14 mmol) of 6-chloro-1,2,4-triazolo[1,5-a]pyrimidine-2-sulfonyl chloride was added. After an exothermic reaction subsided the reaction mixture was heated at 60°-70° C. overnight. The solvent was removed by evaporation at reduced pressure and the residue was taken up in aqueous sodium bicarbonate. The aqueous solution was washed with ether, and acidified with acqueous HCl. The solid which separated up... The reactants are Cc1nnc(-c2ccc(C)c(-c3ccc(C(=O)O)cc3)c2)o1, CCN=C=NCCCN(C)C, COc1ccc(C(C)CN)cc1, Cl, CN(C)C=O, On1nnc2ccccc21. Yields the product COc1ccc(C(C)CNC(=O)c2ccc(-c3cc(-c4nnc(C)o4)ccc3C)cc2)cc1. As a reaction SMILES: [CH3:1][c:2]1[c:3](-[c:14]2[cH:15][cH:16][c:17]([C:20](=[O:21])[OH:22])[cH:18][cH:19]2)[cH:4][c:5](-[c:8]2[o:9][c:10]([CH3:13])[n:11][n:12]2)[cH:6][cH:7]1.[CH3:34][N:35]([CH3:36])[CH2:37][CH2:38][CH2:39][N:40]=[C:41]=[N:42][CH2:43][CH3:44].[CH3:45][O:46][c:47]1[cH:48][cH:49][c:50]([CH:53]([CH2:54][NH2:55])[CH3:56])[cH:51][cH:52]1.[ClH:33].[O:57]=[CH:58][N:59]([CH3:60])[CH3:61].[OH:23][n:24]1[c:25]2[c:26]([cH:27][cH:28][cH:29][cH:30]2)[n:31][n:32]1>>[CH3:1][c:2]1[c:3](-[c:14]2[cH:15][cH:16][c:17]([C:20](=[O:22])[NH:55][CH2:54][CH:53]([c:50]3[cH:49][cH:48][c:47]([O:46][CH3:45])[cH:52][cH:51]3)[CH3:56])[cH:18][cH:19]2)[cH:4][c:5](-[c:8]2[o:9][c:10]([CH3:13])[n:11][n:12]2)[cH:6][cH:7]1. Run in C1(=CC=CC=C1)C (toluene). Reaction SMILES: [CH3:1][O:2][C:3]([CH:5]1[CH2:9][NH:8][C:7](=O)[CH2:6]1)=[O:4].P12(SP3(SP(SP(S3)(S1)=S)(=S)S2)=S)=[S:12].N1C=CC=CC=1>C1(C)C=CC=CC=1>[CH3:1][O:2][C:3]([CH:5]1[CH2:9][NH:8][C:7](=[S:12])[CH2:6]1)=[O:4]. Procedure details: 10 g of 4-methoxycarbonyl-pyrrolidine-2-one II (prepared as described in P. L. Paytash, E. Sparrow and I. C. Gathe, J. Am. Chem. Soc. 72, 1415 (1950)) were dissolved in 170 ml of absolute toluene under the influence of heat. 16.7 g of P4S10 ×4 pyridine (Riedel de Haen, Hanover, West Germany) and 42 g of kieselguhr (as a filtration aid) were then added in succession. The mixture was subsequently warmed at 90°-100° C. for 3 hours, while stirring and under nitrogen as an inert gas. The solid was th... Starting materials: P12(=S)SP3(=S)SP(=S)(S1)SP(=S)(S2)S3 (P4S10), N1=CC=CC=C1 (pyridine), COC(=O)C1CC(NC1)=O (4-methoxycarbonyl-pyrrolidine-2-one). The product is COC(=O)C1CC(NC1)=S (4-Methoxycarbonyl-pyrrolidine-2-thione). Starting materials: C(#N)[Cu] (CuCN), C(C)NC([O-])=O.COC=1C(=CC=2C(C3C(CNC3)C2C1)C)Br (N-ethylcarbamate 5-methoxy-6-bromo-8-methyl-1,2,3,3a,8,8a-hexahydroindeno[1,2-c]pyrrole). The solvent is CN(C)C=O (DMF), O (H2O). Run at temperature 100 celsius, time 8 hour. Yields the product C(C)NC([O-])=O.COC=1C(=CC=2C(C3C(CNC3)C2C1)C)C#N (N-Ethylcarbamate 5-methoxy-6-cyano-8-methyl-1,2,3,3a,8,8a-hexahydroindeno[1,2-c]pyrrole). RXN SMILES: [C:1]([Cu])#[N:2].[CH2:4]([NH:6][C:7](=[O:9])[O-:8])[CH3:5].[CH3:10][O:11][C:12]1[C:13](Br)=[CH:14][C:15]2[CH:16]([CH3:24])[CH:17]3[CH2:21][NH:20][CH2:19][CH:18]3[C:22]=2[CH:23]=1>CN(C=O)C.O>[CH2:4]([NH:6][C:7](=[O:8])[O-:9])[CH3:5].[CH3:10][O:11][C:12]1[C:13]([C:1]#[N:2])=[CH:14][C:15]2[CH:16]([CH3:24])[CH:17]3[CH2:21][NH:20][CH2:19][CH:18]3[C:22]=2[CH:23]=1 |f:1.2,5.6|. Procedure details: CuCN (68 mg, 0.85 mmol) was added to a solution of N-ethylcarbamate-5-methoxy-6-bromo-8-methyl-1,2,3,3a,8,8a-hexahydroindeno[1,2-c]pyrrole (from Example 30, Step A) (60 mg, 0.17 mmol) in DMF (1.7 mL), and stirred overnight at 100° C. The reaction mixture was diluted with EtOAC and H2O, and filtered through an Extrelut column. The column was washed with EtOAc, and the filtrate was concentrated. The crude product was purified via a silica plug eluting with Hexanes/EtOAc (2/1, v/v). MS calculated f... The reactants are NC=1SC=C(N1)C(C(=O)NC1[C@@H]2N(C(=C(CS2)C=C)C(=O)O)C1=O)=NOCC(=O)OCC (7-[2-(2-aminothiazol-4-yl)-2-ethoxycarbonylmethoxyiminoacetamido]-3-vinyl-3-cephem-4-carboxylic acid), C([O-])(O)=O.[Na+] (sodium bicarbonate), C(C)(=O)O (acetic acid). The solvent is O (water). Run at time 7 day. Product: NC=1SC=C(N1)C(C(=O)NC1[C@@H]2N(C(=C(CS2)C=C)C(=O)O)C1=O)=NOCC(=O)O (7-[2-(2-aminothiazol-4-yl)-2-carboxymethoxyiminoacetamido]-3-vinyl-3-cephem-4-carboxylic acid). Isolated yield 51.3%. As a reaction SMILES: [NH2:1][C:2]1[S:3][CH:4]=[C:5]([C:7](=[N:25][O:26][CH2:27][C:28]([O:30]CC)=[O:29])[C:8]([NH:10][CH:11]2[C:23](=[O:24])[N:13]3[C:14]([C:20]([OH:22])=[O:21])=[C:15]([CH:18]=[CH2:19])[CH2:16][S:17][C@H:12]23)=[O:9])[N:6]=1.C(=O)(O)[O-].[Na+].C(O)(=O)C>O>[NH2:1][C:2]1[S:3][CH:4]=[C:5]([C:7](=[N:25][O:26][CH2:27][C:28]([OH:30])=[O:29])[C:8]([NH:10][CH:11]2[C:23](=[O:24])[N:13]3[C:14]([C:20]([OH:22])=[O:21])=[C:15]([CH:18]=[CH2:19])[CH2:16][S:17][C@H:12]23)=[O:9])[N:6]=1 |f:1.2|. Procedure details: A mixture of 7-[2-(2-aminothiazol-4-yl)-2-ethoxycarbonylmethoxyiminoacetamido]-3-vinyl-3-cephem-4-carboxylic acid (syn isomer) (1.45 g) and sodium bicarbonate (0.63 g) in water (15 ml) was stirred at ambient temperature for 7 days. The reaction mixture was adjusted to pH 6.0 with acetic acid. The solution was subjected to column chromatography on macroporous nonionic adsorption resin "Diaion HP-20" (30 ml) and eluted with water. The eluate was acidified to pH 2.2 with 10% hydrochloric acid under... The reactants are C(OC(C=C)C1=C(C=CC(=C1)F)Br)(OCC)=O (1-(2-bromo-5-fluorophenyl)prop-2-en-1-yl ethyl carbonate), FC(C=1C=C(C=C(C1)C(F)(F)F)[C@@H]1[C@@H](NC(O1)=O)C=C)(F)F ((4S,5R)-5-[3,5-bis(trifluoromethyl)phenyl]-4-ethenyl-1,3-oxazolidin-2-one), complex. Reagents/catalysts: C1=CC=C/2C(=C1)/C=C\C3=CC=CC=C3/C=C2 (dibenzo[a,e]cyclooctatetraene). Solvent: C(Cl)Cl (DCM). Run at temperature 33 celsius, time 2 day. Product: FC(C=1C=C(C=C(C1)C(F)(F)F)[C@@H]1[C@@H](N(C(O1)=O)[C@@H](C=C)C1=C(C=CC(=C1)C(F)(F)F)Br)C=C)(F)F ((4S,5R)-5-[3,5-bis(trifluoromethyl)phenyl]-3-{(1S)-1-[2-bromo-5-(trifluoromethyl)phenyl]prop-2-en-1-yl}-4-ethenyl-1,3-oxazolidin-2-one). The yield is 124.4%. As a reaction SMILES: C(=O)(OCC)O[CH:3]([C:6]1[CH:11]=[C:10](F)[CH:9]=[CH:8][C:7]=1[Br:13])[CH:4]=[CH2:5].[F:18][C:19]([F:39])([F:38])[C:20]1[CH:21]=[C:22]([C@H:30]2[O:34][C:33](=[O:35])[NH:32][C@H:31]2[CH:36]=[CH2:37])[CH:23]=[C:24]([C:26]([F:29])([F:28])[F:27])[CH:25]=1>C1C=C2C=CC3C(C=CC2=CC=1)=CC=CC=3.C(Cl)Cl>[F:39][C:19]([F:18])([F:38])[C:20]1[CH:21]=[C:22]([C@H:30]2[O:34][C:33](=[O:35])[N:32]([C@H:3]([C:6]3[CH:11]=[C:10]([C:19]([F:39])([F:38])[F:18])[CH:9]=[CH:8][C:7]=3[Br:13])[CH:4]=[CH2:5])[C@H:31]2[CH:36]=[CH2:37])[CH:23]=[C:24]([C:26]([F:27])([F:28])[F:29])[CH:25]=1. Procedure details: To a 500 mL RBF was added 1-(2-bromo-5-fluorophenyl)prop-2-en-1-yl ethyl carbonate (10.4 g, 29.5 mmol), (4S,5R)-5-[3,5-bis(trifluoromethyl)phenyl]-4-ethenyl-1,3-oxazolidin-2-one (4 g, 12.3 mmol), DCM (20 mL), and the Helmchen dibenzo[a,e]cyclooctatetraene (dbcot) iridium phosphoramidite catalyst complex (407 mg, 0.369 mmol) (Helmchen et al, Chem. Eur. J., 2010, 16, 6601-6615). The reaction was stirred at 33° C. for 2 days open to air. The reaction was filtered over Celite and purified by column ...